This data is from the Open Reaction Database (ORD), a public repository of structured organic reaction records. The task is: describe an organic reaction: reactants, conditions, products, and yield The reactants are ClS(=O)(=O)O (chlorosulfonic acid), FC=1C=C2CCCN(C2=CC1)[C@@H](C(=O)N1CCN(CC1)C1=CC=CC=C1)C ((R)-2-(6-fluoro-3,4-dihydroquinolin-1(2H)-yl)-1-(4-phenylpiperazin-1-yl)propan-1-one). Solvent: ice water. Yields the product FC=1C=C2CCCN(C2=CC1)[C@@H](C(=O)N1CCN(CC1)C1=CC=C(C=C1)S(=O)(=O)Cl)C ((R)-4-(4-(2-(6-fluoro-3,4-dihydroquinolin-1(2H)-yl)propanoyl)piperazin-1-yl)benzene-1-sulfonyl chloride). Reaction SMILES: [Cl:1][S:2]([OH:5])(=O)=[O:3].[F:6][C:7]1[CH:8]=[C:9]2[C:14](=[CH:15][CH:16]=1)[N:13]([C@H:17]([CH3:32])[C:18]([N:20]1[CH2:25][CH2:24][N:23]([C:26]3[CH:31]=[CH:30][CH:29]=[CH:28][CH:27]=3)[CH2:22][CH2:21]1)=[O:19])[CH2:12][CH2:11][CH2:10]2>>[F:6][C:7]1[CH:8]=[C:9]2[C:14](=[CH:15][CH:16]=1)[N:13]([C@H:17]([CH3:32])[C:18]([N:20]1[CH2:21][CH2:22][N:23]([C:26]3[CH:27]=[CH:28][C:29]([S:2]([Cl:1])(=[O:5])=[O:3])=[CH:30][CH:31]=3)[CH2:24][CH2:25]1)=[O:19])[CH2:12][CH2:11][CH2:10]2. Procedure: After cooling chlorosulfonic acid (5.5 ml, 3 eq) to 0° C. under N2, (R)-2-(6-fluoro-3,4-dihydroquinolin-1(2H)-yl)-1-(4-phenylpiperazin-1-yl)propan-1-one (1 g, 2.72 mmol) was added and then allowed to warm up to rt. The solution was poured into an ice-water mixture (250 ml), followed by an extraction with CH2Cl2 (3×100 mL). The organic layer was dried over MgSO4 and evaporated in vacuo. The crude product was used without further purification for next step. LCAMS (10%-99% CH3CN (0.035% TFA)/H2O (0... The reactants are C(=O)([O-])[O-].[K+].[K+] (K2CO3), BrCC (bromoethane), C(C)(=O)C=1C(=C(N(C1C)C1=C(C=C(C=C1)O)OC)C)C(C)=O (1-[4-acetyl-1-(4-hydroxy-2-methoxy-phenyl)-2,5-dimethyl-1H-pyrrol-3-yl]-ethanone). Product: C(C)(=O)C=1C(=C(N(C1C)C1=C(C=C(C=C1)OCC)OC)C)C(C)=O (1-[4-acetyl-1-(4-ethoxy-2-methoxy-phenyl)-2,5-dimethyl-1H-pyrrol-3-yl]-ethanone). Reaction SMILES: [C:1]([C:4]1[C:5]([C:20](=[O:22])[CH3:21])=[C:6]([CH3:19])[N:7]([C:10]2[CH:15]=[CH:14][C:13]([OH:16])=[CH:12][C:11]=2[O:17][CH3:18])[C:8]=1[CH3:9])(=[O:3])[CH3:2].C([O-])([O-])=O.[K+].[K+].Br[CH2:30][CH3:31]>>[C:20]([C:5]1[C:4]([C:1](=[O:3])[CH3:2])=[C:8]([CH3:9])[N:7]([C:10]2[CH:15]=[CH:14][C:13]([O:16][CH2:30][CH3:31])=[CH:12][C:11]=2[O:17][CH3:18])[C:6]=1[CH3:19])(=[O:22])[CH3:21] |f:1.2.3|. Reported procedure: Utilizing the general procedure outlined in Example 65, 1-[4-acetyl-1-(4-hydroxy-2-methoxy-phenyl)-2,5-dimethyl-1H-pyrrol-3-yl]-ethanone (70 mg, 2.3 mmol) reacted with bromoethane (300 μL, excess), in the presence of K2CO3 (50 mg), to afford 1-[4-acetyl-1-(4-ethoxy-2-methoxy-phenyl)-2,5-dimethyl-1H-pyrrol-3-yl]-ethanone: MS (ESI) 330 (M+H)+. Starting materials: [H-].[Al+3].[Li+].[H-].[H-].[H-] (lithium aluminum hydride), C(C)OC(CN(N1C=CC2=CC=CC=C12)C1=C(C=NC=C1)F)=O (N-(3-fluoro-4-pyridinyl)-N-(1H-indol-1-yl)glycine ethyl ester), C(C)OCC (ethyl ether), [Cl-].[NH4+] (ammonium chloride). The solvent is O1CCCC1 (tetrahydrofuran). Conditions: temperature 0 celsius, time 1 hour. The product is FC=1C=NC=CC1N(CCO)N1C=CC2=CC=CC=C12 (N-(3-fluoropyridin-4-yl)-N-(1H-indol-1-yl)-2-aminoethanol). Yield: 61.8%. As a reaction SMILES: [H-].[Al+3].[Li+].[H-].[H-].[H-].C([O:9][C:10](=O)[CH2:11][N:12]([C:22]1[CH:27]=[CH:26][N:25]=[CH:24][C:23]=1[F:28])[N:13]1[C:21]2[C:16](=[CH:17][CH:18]=[CH:19][CH:20]=2)[CH:15]=[CH:14]1)C.[Cl-].[NH4+].C(OCC)C>O1CCCC1>[F:28][C:23]1[CH:24]=[N:25][CH:26]=[CH:27][C:22]=1[N:12]([N:13]1[C:21]2[C:16](=[CH:17][CH:18]=[CH:19][CH:20]=2)[CH:15]=[CH:14]1)[CH2:11][CH2:10][OH:9] |f:0.1.2.3.4.5,7.8|. Procedure: To a solution of lithium aluminum hydride (1M solution, 70 ml) cooled to 0° C., was added a solution of N-(3-fluoro-4-pyridinyl)-N-(1H-indol-1-yl)glycine ethyl ester (11.4 g) in 125 ml tetrahydrofuran in thirty minutes. After stirring at 0° C. for one hour, a solution of ammonium chloride was added, followed by 300 ml ethyl ether. The mixture was filtered, and the filtrate evaporated to a solid 10 g; which was eluted on a silica gel column with ethyl acetate/dichloromethane (1:1) via HPLC. The d... Reactants: CC(C)(C)OC(=O)Nc1cc(OC(C)(C)C)c(-c2ccc(F)cc2)cc1N, Cc1nccn1-c1cccc(C(=O)CC(=O)OC(C)(C)C)c1. The product is Cc1nccn1-c1cccc(C(=O)CC(=O)Nc2cc(-c3ccc(F)cc3)c(OC(C)(C)C)cc2NC(=O)OC(C)(C)C)c1. RXN SMILES: [C:1]([CH3:2])([CH3:3])([CH3:4])[O:5][C:6]([NH:7][c:8]1[cH:9][c:10]([O:22][C:23]([CH3:24])([CH3:25])[CH3:26])[c:11](-[c:15]2[cH:16][cH:17][c:18]([F:21])[cH:19][cH:20]2)[cH:12][c:13]1[NH2:14])=[O:27].[C:28]([CH3:30])([CH3:31])([O:32][C:33](=[O:29])[CH2:34][C:35](=[O:36])[c:37]1[cH:38][c:39](-[n:43]2[c:44]([CH3:48])[n:45][cH:46][cH:47]2)[cH:40][cH:41][cH:42]1)[CH3:49]>>[C:1]([CH3:2])([CH3:3])([CH3:4])[O:5][C:6]([NH:7][c:8]1[cH:9][c:10]([O:22][C:23]([CH3:24])([CH3:25])[CH3:26])[c:11](-[c:15]2[cH:16][cH:17][c:18]([F:21])[cH:19][cH:20]2)[cH:12][c:13]1[NH:14][C:33](=[O:32])[CH2:34][C:35](=[O:36])[c:37]1[cH:38][c:39](-[n:43]2[c:44]([CH3:48])[n:45][cH:46][cH:47]2)[cH:40][cH:41][cH:42]1)=[O:27]. The reactants are [BH3-]C#N, CC(C)=O, CO, N#Cc1ccc(-c2ccc(N3CCC4CNCC43)cc2)cc1, [Na+], [Na+], [OH-]. The product is CC(C)N1CC2CCN(c3ccc(-c4ccc(C#N)cc4)cc3)C2C1. RXN SMILES: [C:27]([BH3-:28])#[N:29].[CH3:23][C:24]([CH3:25])=[O:26].[CH3:31][OH:32].[N:1]1([c:9]2[cH:10][cH:11][c:12](-[c:15]3[cH:16][cH:17][c:18]([C:21]#[N:22])[cH:19][cH:20]3)[cH:13][cH:14]2)[CH:2]2[CH:3]([CH2:4][CH2:5]1)[CH2:6][NH:7][CH2:8]2.[Na+:30].[Na+:34].[OH-:33]>>[N:1]1([c:9]2[cH:10][cH:11][c:12](-[c:15]3[cH:16][cH:17][c:18]([C:21]#[N:22])[cH:19][cH:20]3)[cH:13][cH:14]2)[CH:2]2[CH:3]([CH2:4][CH2:5]1)[CH2:6][N:7]([CH:24]([CH3:23])[CH3:25])[CH2:8]2. Starting materials: ClC=1C(=C2C(=NC1)N=C(N2)C2=CC(=C(C=C2)OCCN2CCOCC2)[N+](=O)[O-])Cl (6,7-Dichloro-2-{4-[2-(4-morpholinyl)ethoxy]-3-nitrophenyl}-1H-imidazo[4,5-b]pyridine), [Cl-].[Cl-].[Ca+2] (CaCl2). The reagents and catalysts are [Zn] (zinc). Solvent: CCO (EtOH). Conditions: temperature 70 celsius. Yields the product ClC=1C(=C2C(=NC1)N=C(N2)C=2C=CC(=C(N)C2)OCCN2CCOCC2)Cl (5-(6,7-Dichloro-1H-imidazo[4,5-b]pyridin-2-yl)-2-[2-(4-morpholinyl)ethoxy]aniline). Isolated yield 1.1%. RXN SMILES: [Cl:1][C:2]1[C:3]([Cl:29])=[C:4]2[NH:10][C:9]([C:11]3[CH:16]=[CH:15][C:14]([O:17][CH2:18][CH2:19][N:20]4[CH2:25][CH2:24][O:23][CH2:22][CH2:21]4)=[C:13]([N+:26]([O-])=O)[CH:12]=3)=[N:8][C:5]2=[N:6][CH:7]=1.[Cl-].[Cl-].[Ca+2]>CCO.[Zn]>[Cl:1][C:2]1[C:3]([Cl:29])=[C:4]2[NH:10][C:9]([C:11]3[CH:16]=[CH:15][C:14]([O:17][CH2:18][CH2:19][N:20]4[CH2:21][CH2:22][O:23][CH2:24][CH2:25]4)=[C:13]([CH:12]=3)[NH2:26])=[N:8][C:5]2=[N:6][CH:7]=1 |f:1.2.3|. Procedure: 6,7-Dichloro-2-{4-[2-(4-morpholinyl)ethoxy]-3-nitrophenyl}-1H-imidazo[4,5-b]pyridine (Example 246) (200 mg), zinc powder (200 mg) and anhydrous CaCl2 (500 mg) were mixed in 95% EtOH (20 ml) and heated (70° C., 4 h). The reaction mixture was allowed to cool and then filtered and evaporated in vacuo. The residue was dissolved in acetonitrile and subjected to semi-preparative HPLC-C18. The appropriate fraction was evaporated in vacuo and the residue dissolved in EtOAc (5 ml). This solution was wash... Run at time 24 hour. RXN SMILES: [C:1]([C:4]1[CH:5]=[N:6][N:7]([C:10]2[CH:15]=[CH:14][CH:13]=[CH:12][N:11]=2)[C:8]=1[CH3:9])(=[O:3])[CH3:2].Cl.[Cl:17][C:18]1[CH:19]=[C:20]([N:25]2[CH2:30][CH2:29][NH:28][CH2:27][CH2:26]2)[CH:21]=[C:22]([Cl:24])[CH:23]=1.[CH2:31](O)C>>[ClH:17].[Cl:24][C:22]1[CH:21]=[C:20]([N:25]2[CH2:30][CH2:29][N:28]([CH2:31][CH2:2][C:1]([C:4]3[CH:5]=[N:6][N:7]([C:10]4[CH:15]=[CH:14][CH:13]=[CH:12][N:11]=4)[C:8]=3[CH3:9])=[O:3])[CH2:27][CH2:26]2)[CH:19]=[C:18]([Cl:17])[CH:23]=1 |f:1.2,4.5|. Procedure details: In 150 ml of absolute ethanol was dissolved 2.26 g of 4-acetyl-1-(2-pyridyl)-5-methylpyrazole, and 2.94 g of 1-(3,5-dichlorophenyl)piperazine hydrochloride and 0.9 g of p-formaldehyde were added to the solution, followed by refluxing for 6 hours. To the reaction mixture was further added 0.40 g of p-formaldehyde, and the refluxing was continued for an additional 24 hour period. About a half of the ethanol was removed by evaporation, and the precipitate was collected by filtration. The precipitat... The product is Cl.ClC=1C=C(C=C(C1)Cl)N1CCN(CC1)CCC(=O)C=1C=NN(C1C)C1=NC=CC=C1 (3-[4-(3,5-Dichlorophenyl)-1-piperazinyl]-1-[5-methyl-1-(2-pyridyl)-4-pyrazolyl]-1-propanone Hydrochloride). The reactants are C(C)(=O)C=1C=NN(C1C)C1=NC=CC=C1 (4-acetyl-1-(2-pyridyl)-5-methylpyrazole), Cl.ClC=1C=C(C=C(C1)Cl)N1CCNCC1 (1-(3,5-dichlorophenyl)piperazine hydrochloride), p-formaldehyde, C(C)O (ethanol), p-formaldehyde.